Task: describe an organic reaction: reactants, conditions, products, and yield. Dataset: the Open Reaction Database (ORD), a public repository of structured organic reaction records The reactants are C(C)OC(CBr)=O (ethylbromoacetate), FC1=CC=C(N)C=C1 (4-Fluoroaniline), C([O-])([O-])=O.[K+].[K+] (potassium carbonate), C1COCCOCCOCCOCCOCCO1 (18-Crown-6). Run in C(C)O (ethanol), C(C)O (ethanol). Yields the product C(C)N(CC(=O)O)C1=CC=C(C=C1)F (Ethyl N-(4-fluorophenyl)glycine). RXN SMILES: [F:1][C:2]1[CH:8]=[CH:7][C:5]([NH2:6])=[CH:4][CH:3]=1.C(=O)([O-])[O-].[K+].[K+].[CH2:15]1OCCOCCOCCOCCOCCO[CH2:16]1.C([O:35][C:36](=[O:39])[CH2:37]Br)C>C(O)C>[CH2:15]([N:6]([C:5]1[CH:7]=[CH:8][C:2]([F:1])=[CH:3][CH:4]=1)[CH2:37][C:36]([OH:39])=[O:35])[CH3:16] |f:1.2.3|. Reported procedure: 4-Fluoroaniline (5 g), potassium carbonate (3.11 g) and a catalytic amount of 18-Crown-6 were stirred together in 50 ml of ethanol. A solution of ethylbromoacetate (7.52 g) in 25 ml of ethanol was added dropwise and the reaction was heated to reflux. Reactants: NC1=C(C=NN1C(CCCC1=CC=CC=C1)C)C(=O)N (5-amino-1-(1-methyl-4-phenyl-butyl)-1H-pyrazole-4-carboxamide), C1OC=2C=C(C=CC2O1)CC(=O)OC (methyl 3,4-methylenedioxyphenylacetate), CC(C)([O-])C.[K+] (potassium tert-butoxide), C(O)([O-])=O.[Na+] (sodium hydrogen carbonate). Run in ClCCl (dichloromethane). The product is C1OC=2C=C(CC=3NC(C4=C(N3)N(N=C4)C(CCCC4=CC=CC=C4)C)=O)C=CC2O1 (6-(3,4-Methylenedioxy-benzyl)-1-(1-methyl-4-phenyl-butyl)-1,5-dihydro-pyrazolo[3,4-d]pyrimidin-4-one). Isolated yield 65.5%. RXN SMILES: [NH2:1][C:2]1[N:6]([CH:7]([CH3:17])[CH2:8][CH2:9][CH2:10][C:11]2[CH:16]=[CH:15][CH:14]=[CH:13][CH:12]=2)[N:5]=[CH:4][C:3]=1[C:18]([NH2:20])=[O:19].[CH2:21]1[O:29][C:28]2[CH:27]=[CH:26][C:25]([CH2:30][C:31](OC)=O)=[CH:24][C:23]=2[O:22]1.CC(C)([O-])C.[K+].C(=O)([O-])O.[Na+]>ClCCl>[CH2:21]1[O:29][C:28]2[CH:27]=[CH:26][C:25]([CH2:30][C:31]3[NH:20][C:18](=[O:19])[C:3]4[CH:4]=[N:5][N:6]([CH:7]([CH3:17])[CH2:8][CH2:9][CH2:10][C:11]5[CH:12]=[CH:13][CH:14]=[CH:15][CH:16]=5)[C:2]=4[N:1]=3)=[CH:24][C:23]=2[O:22]1 |f:2.3,4.5|. Procedure: 18 mg (0.066 mmol) of 5-amino-1-(1-methyl-4-phenyl-butyl)-1H-pyrazole-4-carboxamide and 41 mg (0.21 mmol) of methyl 3,4-methylenedioxyphenylacetate are refluxed for 6 hours in 1 ml of a 0.5M ethanolic potassium tert-butoxide solution. After dichloromethane and saturated aqueous sodium hydrogen carbonate solution have been added, the phases are separated. Purification by chromatography gives 18 mg (64%) of a solid, Rf=0.34 (dichloromethane/methanol=15:1).